Dataset: the Open Reaction Database (ORD), a public repository of structured organic reaction records. Task: describe an organic reaction: reactants, conditions, products, and yield Reactants: C(C)(=O)OCC(C(=O)OC)(C)C (methyl 3-acetoxy-2,2-dimethylpropionate), I[Si](C)(C)C (iodotrimethylsilane), C (charcoal), O (water). The solvent is C(Cl)(Cl)(Cl)Cl (carbon tetrachloride), C(C)(=O)OCC (ethyl acetate). Run at time 60 hour. Product: C(C)(=O)OCC(C(=O)O)(C)C (3-acetoxy-2,2-dimethylpropionic acid). Yield: 40.7%. Reaction SMILES: [C:1]([O:4][CH2:5][C:6]([CH3:12])([CH3:11])[C:7]([O:9]C)=[O:8])(=[O:3])[CH3:2].I[Si](C)(C)C.O.C>C(Cl)(Cl)(Cl)Cl.C(OCC)(=O)C>[C:1]([O:4][CH2:5][C:6]([CH3:12])([CH3:11])[C:7]([OH:9])=[O:8])(=[O:3])[CH3:2]. Procedure: To a stirred solution of 4.0 grams (0.023 mole) of methyl 3-acetoxy-2,2-dimethylpropionate in 50 ml of carbon tetrachloride under an argon atmosphere was added slowly via a syringe 9.2 grams (0.046 mole) of iodotrimethylsilane. Upon completion of addition the reaction mixture was stirred at ambient temperature for 60 hours. The reaction mixture was then heated at 50° for 1.5 hours, and at 65° for 18 hours. Nuclear magnetic resonance spectroscopy indicated the reaction had not gone to completion.... The reactants are ClC=1C2=C(N=CN1)SC1=C2CCC(C1)C(=O)O ((RS)-4-Chloro-5,6,7,8-tetrahydro[1]benzothieno[2,3-d]pyrimidine-7-carboxylic acid), CNCCCC (N-methylbutan-1-amine). The product is C(CCC)N(C(=O)C1CC2=C(CC1)C1=C(N=CN=C1Cl)S2)C ((RS)—N-Butyl-4-chloro-N-methyl-5,6,7,8-tetrahydro[1]benzothieno[2,3-d]pyrimidine-7-carboxamide). RXN SMILES: [Cl:1][C:2]1[C:3]2[C:10]3[CH2:11][CH2:12][CH:13]([C:15]([OH:17])=O)[CH2:14][C:9]=3[S:8][C:4]=2[N:5]=[CH:6][N:7]=1.[CH3:18][NH:19][CH2:20][CH2:21][CH2:22][CH3:23]>>[CH2:20]([N:19]([CH3:18])[C:15]([CH:13]1[CH2:12][CH2:11][C:10]2[C:3]3[C:2]([Cl:1])=[N:7][CH:6]=[N:5][C:4]=3[S:8][C:9]=2[CH2:14]1)=[O:17])[CH2:21][CH2:22][CH3:23]. Procedure details: 300 mg (1.12 mmol) (RS)-4-chloro-5,6,7,8-tetrahydro[1]benzothieno[2,3-d]pyrimidine-7-carboxylic acid (prepared according to intermediate example 31b) were transformed in analogy to example 3 using N-methylbutan-1-amine to give after working up and purification 249 mg (66%) of the title compound. The reactants are Cl (HCl), C1(=CC=CC=C1)C=C[N+](=O)[O-] (2-phenylnitroethene), [BH4-].[Na+] (NaBH4), SiO2. Solvent: C(Cl)(Cl)Cl.CC(C)O (CHCl3 i-PrOH). Reaction conditions: time 90 minute. Yields the product C1(=CC=CC=C1)CC[N+](=O)[O-] (2-phenylnitroethane). Isolated yield 75.0%. As a reaction SMILES: [C:1]1([CH:7]=[CH:8][N+:9]([O-:11])=[O:10])[CH:6]=[CH:5][CH:4]=[CH:3][CH:2]=1.[BH4-].[Na+].Cl>C(Cl)(Cl)Cl.CC(O)C>[C:1]1([CH2:7][CH2:8][N+:9]([O-:11])=[O:10])[CH:6]=[CH:5][CH:4]=[CH:3][CH:2]=1 |f:1.2,4.5|. Procedure details: 2-Phenylnitroethene (5.12 g, 34.3 mmol, from step 15a) was dissolved in CHCl3 /i-PrOH (410:85 mL) and SiO2 (51.4 g) was added. NaBH4 (5.2 g, 137 mmol) was added in portions, and the mixture was stirred for 90 minutes at room temperature. HCl (0.5N, 100, mL) was added, and the mixture was stirred for 30 minutes. The layers were separated, and the aqueous phase was extracted with methylene chloride. The organic layers were combine, dried (MgSO4) and concentrated. The residue was chromatographed on... Reactants: O=C(Cl)c1ccccc1, CN(C)c1ccncc1, Nc1nc(Cl)c(C=O)s1, C1CCOC1, c1ccncc1. Yields the product O=Cc1sc(NC(=O)c2ccccc2)nc1Cl. Reaction SMILES: [C:1]([c:2]1[cH:3][cH:4][cH:5][cH:6][cH:7]1)(=[O:8])[Cl:9].[CH3:25][N:26]([CH3:27])[c:28]1[cH:29][cH:30][n:31][cH:32][cH:33]1.[NH2:10][c:11]1[s:12][c:13]([CH:17]=[O:18])[c:14]([Cl:16])[n:15]1.[O:34]1[CH2:35][CH2:36][CH2:37][CH2:38]1.[cH:19]1[cH:20][cH:21][n:22][cH:23][cH:24]1>>[C:1]([c:2]1[cH:3][cH:4][cH:5][cH:6][cH:7]1)(=[O:8])[NH:10][c:11]1[s:12][c:13]([CH:17]=[O:18])[c:14]([Cl:16])[n:15]1. Starting materials: [H-].[Na+] (NaH), [I-].C[S+](=O)(C)C (trimethylsulfoxonium iodide), ClC1=CC=C(C=C1)C=CC(=O)N(C)OC (3-(4-chloro-phenyl)-N-methoxy-N-methyl-acrylamide). The solvent is CN(C)C=O (DMF). Reaction conditions: time 0.5 hour. The product is CON(C(=O)C1C(C1)C1=CC=C(C=C1)Cl)C (2-(4-Chloro-phenyl)-cyclopropanecarboxylic acid methoxy-methyl-amide). The yield is 62.8%. As a reaction SMILES: [H-].[Na+].[I-].[CH3:4][S+](C)(C)=O.[Cl:9][C:10]1[CH:15]=[CH:14][C:13]([CH:16]=[CH:17][C:18]([N:20]([O:22][CH3:23])[CH3:21])=[O:19])=[CH:12][CH:11]=1>CN(C=O)C>[CH3:23][O:22][N:20]([CH3:21])[C:18]([CH:17]1[CH2:4][CH:16]1[C:13]1[CH:12]=[CH:11][C:10]([Cl:9])=[CH:15][CH:14]=1)=[O:19] |f:0.1,2.3|. Procedure details: NaH (8 g, 60% oil dispersion) was added to a suspension of trimethylsulfoxonium iodide (44 g) in DMF (150 mL) at 0° C. The resulting mixture was allowed to warm to room temperature and stirred for 0.5 h. A solution of 3-(4-chloro-phenyl)-N-methoxy-N-methyl-acrylamide (19.5 g) was added to the above reaction mixture at 0° C., and the resulting reaction was allowed to warm to room temperature and stirred for 2 h. The reaction was quenched with water and the aqueous layer was extracted with CH2Cl2.... Starting materials: CC1OC(c2ccccc2)OCC1(C)[N+](=O)[O-], CCCCCC, c1ccc2c(c1)ccc1c3ccccc3[nH]c21. Yields the product Cn1c2ccccc2c2ccc3ccccc3c21. Reaction SMILES: [CH3:18][CH:19]1[C:20]([CH3:21])([N+:22]([O-:23])=[O:24])[CH2:25][O:26][CH:27]([c:28]2[cH:29][cH:30][cH:31][cH:32][cH:33]2)[O:34]1.[CH3:35][CH2:36][CH2:37][CH2:38][CH2:39][CH3:40].[cH:1]1[cH:2][cH:3][cH:4][c:5]2[c:6]1[c:7]1[nH:8][c:9]3[cH:10][cH:11][cH:12][cH:13][c:14]3[c:15]1[cH:16][cH:17]2>>[cH:1]1[cH:2][cH:3][cH:4][c:5]2[c:6]1[c:7]1[n:8]([CH3:18])[c:9]3[cH:10][cH:11][cH:12][cH:13][c:14]3[c:15]1[cH:16][cH:17]2. Starting materials: FC(OC1=CC=C(C=C1)/C(=N/O)/C1CC1)F ((E)-(4-difluoromethoxyphenyl)(cyclopropyl)methanone oxime), ClCC=1C(=C(C=CC1)C1=CC=CC=C1)C (3-chloromethyl-2-methyl [1,1'-biphenyl]), [OH-].[K+] (potassium hydroxide). The reagents and catalysts are [Br-].C(CCC)[N+](CCCC)(CCCC)CCCC (tetrabutylammonium bromide). Solvent: C(Cl)Cl (methylene chloride), O1CCCC1 (tetrahydrofuran), O1CCCC1 (tetrahydrofuran). Reaction conditions: time 18 hour. Yields the product CC1=C(C=CC=C1CO\N=C(/C1CC1)\C1=CC=C(C=C1)OC(F)F)C1=CC=CC=C1 ((E)-(4-difluoromethoxyphenyl)(cyclopropyl)methanone O-[(2-methyl[1,1'-biphenyl]-3-yl)methyl]oxime). The yield is 96.5%. As a reaction SMILES: [F:1][CH:2]([F:16])[O:3][C:4]1[CH:9]=[CH:8][C:7](/[C:10](/[CH:13]2[CH2:15][CH2:14]2)=[N:11]/[OH:12])=[CH:6][CH:5]=1.Cl[CH2:18][C:19]1[C:20]([CH3:31])=[C:21]([C:25]2[CH:30]=[CH:29][CH:28]=[CH:27][CH:26]=2)[CH:22]=[CH:23][CH:24]=1.[OH-].[K+]>O1CCCC1.[Br-].C([N+](CCCC)(CCCC)CCCC)CCC.C(Cl)Cl>[CH3:31][C:20]1[C:19]([CH2:18][O:12]/[N:11]=[C:10](/[C:7]2[CH:6]=[CH:5][C:4]([O:3][CH:2]([F:16])[F:1])=[CH:9][CH:8]=2)\[CH:13]2[CH2:14][CH2:15]2)=[CH:24][CH:23]=[CH:22][C:21]=1[C:25]1[CH:30]=[CH:29][CH:28]=[CH:27][CH:26]=1 |f:2.3,5.6|. Procedure: Under a dry argon atmosphere a solution of 1.0 g (0.0044 mole) of (E)-(4-difluoromethoxyphenyl)(cyclopropyl)methanone oxime in 50 ml of dry tetrahydrofuran was added to a stirred solution of 0.95 g (0.0044 mole) of 3-chloromethyl-2-methyl [1,1'-biphenyl], 0.29 g (0.0044 mole) of powdered potassium hydroxide, and 0.14 g (0.00044 mole) of tetrabutylammonium bromide in 45 ml of dry tetrahydrofuran. The reaction mixture was stirred at room temperature for approximately 18 hours then evaporated under... Starting materials: C(C1=CC=CC=C1)C1=NN=C(C2=CC=CC=C12)N1CCN(CC1)C1=NC=C(N=C1)C(=C)C (4-(4-Benzyl-phthalazin-1-yl)-5′-isopropenyl-3,4,5,6-tetrahydro-2H-[1,2′]bipyrazinyl), C(C)(C)(C)O (t-Butanol), K2OsO4, C[N+]1(CCOCC1)[O-] (NMO). Run in CC(=O)C (acetone), O (water). Product: C(C1=CC=CC=C1)C1=NN=C(C2=CC=CC=C12)N1CCN(CC1)C1=NC=C(N=C1)C(CO)(C)O (2-[4-(4-Benzyl-phthalazin-1-yl)-3,4,5,6-tetrahydro-2H-[1,2′]bipyrazinyl-5′-yl]-propane-1,2-diol). Isolated yield 92.0%. As a reaction SMILES: [CH2:1]([C:8]1[C:17]2[C:12](=[CH:13][CH:14]=[CH:15][CH:16]=2)[C:11]([N:18]2[CH2:23][CH2:22][N:21]([C:24]3[CH:29]=[N:28]C(C(C)=C)=[CH:26][N:25]=3)[CH2:20][CH2:19]2)=[N:10][N:9]=1)[C:2]1[CH:7]=[CH:6][CH:5]=[CH:4][CH:3]=1.C[N+]1([O-])CC[O:37]CC1.[C:41]([OH:45])([CH3:44])([CH3:43])[CH3:42]>CC(C)=O.O>[CH2:1]([C:8]1[C:17]2[C:12](=[CH:13][CH:14]=[CH:15][CH:16]=2)[C:11]([N:18]2[CH2:23][CH2:22][N:21]([C:24]3[CH:29]=[N:28][C:42]([C:41]([OH:45])([CH3:44])[CH2:43][OH:37])=[CH:26][N:25]=3)[CH2:20][CH2:19]2)=[N:10][N:9]=1)[C:2]1[CH:7]=[CH:6][CH:5]=[CH:4][CH:3]=1. Reported procedure: Dissolve 4-(4-Benzyl-phthalazin-1-yl)-5′-isopropenyl-3,4,5,6-tetrahydro-2H-[1,2′]bipyrazinyl (100 mg, 0.237 mmol) in acetone (1.5 mL), t-Butanol (0.7 mL) and water (0.7 mL). Add K2OsO4 (0.79 mg, 0.0024 mmol) then NMO (30.5 mg, 0.26 mmol) and stir reaction for 16 h at room temperature. Quench with saturated sodium sulfite (1 mL) and extract with EtOAc. The residue is purified by flash chromatography on silica gel (MeOH/CH2Cl2) to afford the title compound (100 mg, 92%). Reactants: OC1=C(C(NC2=CC(=CC=C12)OC)=O)C1=C(C=CC=C1)OC (4-hydroxy-7-methoxy-3-(2-methoxyphenyl)-2quinolone). Solvent: Br (hydrobromic acid). The product is OC1=CC=C2C3=C(C(NC2=C1)=O)C1=C(O3)C=CC=C1 (3-hydroxy-5H-benzofuro[3,2-c]quinolin-6-one). The yield is 82.8%. RXN SMILES: O[C:2]1[C:11]2[C:6](=[CH:7][C:8]([O:12]C)=[CH:9][CH:10]=2)[NH:5][C:4](=[O:14])[C:3]=1[C:15]1[CH:20]=[CH:19][CH:18]=[CH:17][C:16]=1[O:21]C>Br>[OH:12][C:8]1[CH:7]=[C:6]2[C:11]([C:2]3[O:21][C:16]4[CH:17]=[CH:18][CH:19]=[CH:20][C:15]=4[C:3]=3[C:4](=[O:14])[NH:5]2)=[CH:10][CH:9]=1. Procedure details: In 640 ml of 47% hydrobromic acid was suspended 8.0 g of 4-hydroxy-7-methoxy-3-(2-methoxyphenyl)-2quinolone, and the suspension was heated under reflux for 3-4 days. After cooling, the precipitates were collected by filtration, washed with water, and dried to obtain 5.6 g of 3-hydroxy-5H-benzofuro[3,2-c]quinolin-6-one. Reactants: Cc1cc(-c2ccc(C(F)(F)F)cc2)cc(-c2nc(-c3ccc(S(=O)(=O)NC(C)(C)C)s3)cs2)n1, O=C(O)C(F)(F)F. The product is Cc1cc(-c2ccc(C(F)(F)F)cc2)cc(-c2nc(-c3ccc(S(N)(=O)=O)s3)cs2)n1. As a reaction SMILES: [C:1]([CH3:2])([CH3:3])([CH3:4])[NH:5][S:6](=[O:7])(=[O:8])[c:9]1[s:10][c:11](-[c:14]2[n:15][c:16](-[c:19]3[n:20][c:21]([CH3:35])[cH:22][c:23](-[c:25]4[cH:26][cH:27][c:28]([C:31]([F:32])([F:33])[F:34])[cH:29][cH:30]4)[cH:24]3)[s:17][cH:18]2)[cH:12][cH:13]1.[F:36][C:37]([F:38])([F:39])[C:40]([OH:41])=[O:42]>>[NH2:5][S:6](=[O:7])(=[O:8])[c:9]1[s:10][c:11](-[c:14]2[n:15][c:16](-[c:19]3[n:20][c:21]([CH3:35])[cH:22][c:23](-[c:25]4[cH:26][cH:27][c:28]([C:31]([F:32])([F:33])[F:34])[cH:29][cH:30]4)[cH:24]3)[s:17][cH:18]2)[cH:12][cH:13]1.